This data is from the Open Reaction Database (ORD), a public repository of structured organic reaction records. The task is: describe an organic reaction: reactants, conditions, products, and yield Reactants: FC(OC1=CC=C(C=C1)I)F (4-difluoromethoxy-1-iodo-benzene), C(C)(C)[Mg]Cl (iPrMgCl), B(OC)(OC)OC (trimethyl borate). Yields the product FC(OC1=CC=C(C=C1)B(O)O)F (4-Difluoromethoxy-phenylboronic acid). RXN SMILES: [F:1][CH:2]([F:11])[O:3][C:4]1[CH:9]=[CH:8][C:7](I)=[CH:6][CH:5]=1.C([Mg]Cl)(C)C.[B:17](OC)([O:20]C)[O:18]C>>[F:1][CH:2]([F:11])[O:3][C:4]1[CH:9]=[CH:8][C:7]([B:17]([OH:20])[OH:18])=[CH:6][CH:5]=1. Reported procedure: In a departure from the procedure described above the compound is prepared from 4-difluoromethoxy-1-iodo-benzene using iPrMgCl to generate the arylmetal compound and trapping this intermediate with trimethyl borate. Reactants: C=C(C)OC(C)=O, CCOC(C)=O, Nc1ccc2c(c1)CNCC2. The product is CC(=O)N1CCc2ccc(N)cc2C1. RXN SMILES: [C:12]([CH3:13])(=[O:14])[O:15][C:16]([CH3:17])=[CH2:18].[CH3:19][CH2:20][O:21][C:22](=[O:23])[CH3:24].[NH2:1][c:2]1[cH:3][cH:4][c:5]2[c:10]([cH:11]1)[CH2:9][NH:8][CH2:7][CH2:6]2>>[NH2:1][c:2]1[cH:3][cH:4][c:5]2[c:10]([cH:11]1)[CH2:9][N:8]([C:12]([CH3:13])=[O:14])[CH2:7][CH2:6]2. Starting materials: C(C)(=O)OCC (ethyl acetate), Cl (hydrochloric acid), C(C=C)OC(=O)N1C[C@@H](C[C@H]1CC1=CN2C(S1)=CN=C2SC)O[Si](C)(C)C(C)(C)C ((3R,5S)-1-allyloxycarbonyl-3-t-butyldimethylsilyloxy-5-(5-methylthioimidazo[5,1-b]thiazol-2-yl)methylpyrrolidine), C(O)([O-])=O.[Na+] (sodium hydrogencarbonate). Run in C(C)#N (acetonitrile). Conditions: time 30 minute. Yields the product C(C=C)OC(=O)N1C[C@@H](C[C@H]1CC1=CN2C(S1)=CN=C2SC)O ((3R,5S)-1-allyloxycarbonyl-3-hydroxy-5-(5-methylthioimidazo[5,1-b]thiazol-2-yl)methylpyrrolidine). Isolated yield 99.5%. As a reaction SMILES: Cl.[CH2:2]([O:5][C:6]([N:8]1[C@H:12]([CH2:13][C:14]2[S:18][C:17]3=[CH:19][N:20]=[C:21]([S:22][CH3:23])[N:16]3[CH:15]=2)[CH2:11][C@@H:10]([O:24][Si](C(C)(C)C)(C)C)[CH2:9]1)=[O:7])[CH:3]=[CH2:4].C(=O)([O-])O.[Na+].C(OCC)(=O)C>C(#N)C>[CH2:2]([O:5][C:6]([N:8]1[C@H:12]([CH2:13][C:14]2[S:18][C:17]3=[CH:19][N:20]=[C:21]([S:22][CH3:23])[N:16]3[CH:15]=2)[CH2:11][C@@H:10]([OH:24])[CH2:9]1)=[O:7])[CH:3]=[CH2:4] |f:2.3|. Procedure details: Concentrated hydrochloric acid (1.3 ml) is added to a solution of 1.37 g of (3R,5S)-1-allyloxycarbonyl-3-t-butyldimethylsilyloxy-5-(5-methylthioimidazo[5,1-b]thiazol-2-yl)methylpyrrolidine in 15 ml of acetonitrile under ice cooling, and the mixture is stirred for 30 min. The reaction mixture is neutralized with a saturated sodium hydrogencarbonate solution, and ethyl acetate is added, followed by extraction three times. The extract is washed three times with semi-saturated saline and dried over ...